From a dataset of the Open Reaction Database (ORD), a public repository of structured organic reaction records. describe an organic reaction: reactants, conditions, products, and yield The reactants are NC1=NC=CC=C1[N+](=O)[O-] (2-amino-3-nitropyridine), BrCC(C)=O (bromoacetone). Solvent: C(C)O (ethanol). Product: CC=1N=C2N(C=CC=C2[N+](=O)[O-])C1 (2-methyl-8-nitro-imidazo[1,2-a]pyridine). RXN SMILES: [NH2:1][C:2]1[C:7]([N+:8]([O-:10])=[O:9])=[CH:6][CH:5]=[CH:4][N:3]=1.Br[CH2:12][C:13](=O)[CH3:14]>C(O)C>[CH3:14][C:13]1[N:1]=[C:2]2[C:7]([N+:8]([O-:10])=[O:9])=[CH:6][CH:5]=[CH:4][N:3]2[CH:12]=1. Reported procedure: 20.0 g of 2-amino-3-nitropyridine and 22 g of bromoacetone are boild in 1 l ethanol for 55 hours under reflux. The mixture is then cooled in an icebath, the crystalline hydrobromide filtered off under suction and washed with ethanol. After drying in a vacuum at 50° C. the yield of the title compound of m.p. 300° C. (decomposition) is 17.2 g. The reactants are COc1cccc(C(=O)Cl)c1, CC(C)(C)OC(=O)N1CCC(c2ccc(CCCO)cc2)C(OCc2ccc3ccccc3c2)C1. Yields the product COc1cccc(C(=O)OCCCc2ccc(C3CCN(C(=O)OC(C)(C)C)CC3OCc3ccc4ccccc4c3)cc2)c1. Reaction SMILES: [CH3:36][O:37][c:38]1[cH:39][c:40]([C:41](=[O:42])[Cl:43])[cH:44][cH:45][cH:46]1.[OH:1][CH2:2][CH2:3][CH2:4][c:5]1[cH:6][cH:7][c:8]([CH:11]2[CH:12]([O:24][CH2:25][c:26]3[cH:27][c:28]4[cH:29][cH:30][cH:31][cH:32][c:33]4[cH:34][cH:35]3)[CH2:13][N:14]([C:17](=[O:18])[O:19][C:20]([CH3:21])([CH3:22])[CH3:23])[CH2:15][CH2:16]2)[cH:9][cH:10]1>>[O:1]([CH2:2][CH2:3][CH2:4][c:5]1[cH:6][cH:7][c:8]([CH:11]2[CH:12]([O:24][CH2:25][c:26]3[cH:27][c:28]4[cH:29][cH:30][cH:31][cH:32][c:33]4[cH:34][cH:35]3)[CH2:13][N:14]([C:17](=[O:18])[O:19][C:20]([CH3:21])([CH3:22])[CH3:23])[CH2:15][CH2:16]2)[cH:9][cH:10]1)[C:41]([c:40]1[cH:39][c:38]([O:37][CH3:36])[cH:46][cH:45][cH:44]1)=[O:42]. Starting materials: C(#N)CN1C2=C(CCC3=C1C=CC=C3)C=C(C=C2)CN[C@@H](C(C)C)C(=O)O (N-[(5-Cyanomethyl-10,11-dihydro-5H-dibenz[b,f]azepin-2-yl)methyl]valine), C(CCCC)(=O)Cl (valeryl chloride). Run in ClCCl (dichloromethane), C(C)(C)N(CC)C(C)C (diisopropylethylamine), ClCCl (dichloromethane). Reaction conditions: time 5 hour. Yields the product C(#N)CN1C2=C(CCC3=C1C=CC=C3)C=C(C=C2)CN([C@@H](C(C)C)C(=O)O)C(CCCC)=O (N-[(5-Cyanomethyl-10,11-dihydro-5H-dibenz[b,f]azepin-2-yl)methyl]-N-valerylvaline). Isolated yield 96.0%. RXN SMILES: [C:1]([CH2:3][N:4]1[C:10]2[CH:11]=[CH:12][CH:13]=[CH:14][C:9]=2[CH2:8][CH2:7][C:6]2[CH:15]=[C:16]([CH2:19][NH:20][C@H:21]([C:25]([OH:27])=[O:26])[CH:22]([CH3:24])[CH3:23])[CH:17]=[CH:18][C:5]1=2)#[N:2].[C:28](Cl)(=[O:33])[CH2:29][CH2:30][CH2:31][CH3:32]>ClCCl.C(N(C(C)C)CC)(C)C>[C:1]([CH2:3][N:4]1[C:10]2[CH:11]=[CH:12][CH:13]=[CH:14][C:9]=2[CH2:8][CH2:7][C:6]2[CH:15]=[C:16]([CH2:19][N:20]([C:28](=[O:33])[CH2:29][CH2:30][CH2:31][CH3:32])[C@H:21]([C:25]([OH:27])=[O:26])[CH:22]([CH3:23])[CH3:24])[CH:17]=[CH:18][C:5]1=2)#[N:2]. Procedure: Compound 40-b (1.2 g) was dissolved in a mixture of 30 ml of dichloromethane and 0.6 ml of diisopropylethylamine, and 0.4 ml of valeryl chloride was added to the solution under ice cooling, followed by stirring at room temperature for 5 hours. Then, ice was added thereto, and the mixture was stirred for some time. The mixture was diluted with dichloromethane, washed with a saturated aqueous solution of sodium bicarbonate and a saturated aqueous solution of sodium chloride, and dried over anhydro... Starting materials: FC(CCCC1CCC(CC1)Br)C (4-(4-fluoropentyl)cyclohexylbromide), Cl[SiH]1CCC(CC1)C1=CC=C(C=C1)OC(F)(F)F (4-(4-chloro-4-silacyclohexyl)-1-trifluoromethoxybenzene), Cl[SiH]1CCC(CC1)C1=CC(=C(C=C1)F)F (4-(4-chloro-4-silacyclohexyl)-1,2-difluorobenzene). Yields the product FC(CCC[C@@H]1CC[C@H](CC1)[Si@@H]1CC[C@H](CC1)C1=CC=C(C=C1)OC(F)(F)F)C (4-(trans-4-(trans-4-(4-fluoropentyl) cyclohexyl)-4-silacyclohexyl)-1-trifluoromethoxybenzene). Reaction SMILES: [F:1][CH:2]([CH3:13])[CH2:3][CH2:4][CH2:5][CH:6]1[CH2:11][CH2:10][CH:9](Br)[CH2:8][CH2:7]1.Cl[SiH:15]1[CH2:20][CH2:19][CH:18]([C:21]2[CH:26]=[CH:25][C:24]([O:27][C:28]([F:31])([F:30])[F:29])=[CH:23][CH:22]=2)[CH2:17][CH2:16]1.Cl[SiH]1CCC(C2C=CC(F)=C(F)C=2)CC1>>[F:1][CH:2]([CH3:13])[CH2:3][CH2:4][CH2:5][C@H:6]1[CH2:11][CH2:10][C@H:9]([Si@H:15]2[CH2:20][CH2:19][C@H:18]([C:21]3[CH:26]=[CH:25][C:24]([O:27][C:28]([F:29])([F:30])[F:31])=[CH:23][CH:22]=3)[CH2:17][CH2:16]2)[CH2:8][CH2:7]1. Procedure details: The above compound was obtained in the same manner as Example 6, using 4-(4-fluoropentyl)cyclohexylbromide and 4-(4-chloro-4-silacyclohexyl)-1-trifluoromethoxybenzene instead of 4-(4-fluorobutyl)cyclohexylbromide and 4-(4-chloro-4-silacyclohexyl)-1,2-difluorobenzene, respectively. RXN SMILES: [C:45](=[O:46])([O-:47])[O-:48].[CH3:1][O:2][c:3]1[cH:4][cH:5][c:6]([CH2:7][n:8]2[n:9][n:10][c:11](-[c:13]3[c:14](-[c:33]4[cH:34][c:35]([C:39]([F:40])([F:41])[F:42])[cH:36][cH:37][cH:38]4)[cH:15][c:16]([CH3:32])[c:17]([C:19](=[O:20])[N:21]4[CH2:22][CH2:23][CH:24]([N:27]5[CH2:28][CH2:29][CH2:30][CH2:31]5)[CH2:25][CH2:26]4)[n:18]3)[cH:12]2)[cH:43][cH:44]1.[Na+:49].[Na+:50].[OH:51][C:52]([C:53]([F:54])([F:55])[F:56])=[O:57]>>[nH:8]1[n:9][n:10][c:11](-[c:13]2[c:14](-[c:33]3[cH:34][c:35]([C:39]([F:40])([F:41])[F:42])[cH:36][cH:37][cH:38]3)[cH:15][c:16]([CH3:32])[c:17]([C:19](=[O:20])[N:21]3[CH2:22][CH2:23][CH:24]([N:27]4[CH2:28][CH2:29][CH2:30][CH2:31]4)[CH2:25][CH2:26]3)[n:18]2)[cH:12]1. The product is Cc1cc(-c2cccc(C(F)(F)F)c2)c(-c2c[nH]nn2)nc1C(=O)N1CCC(N2CCCC2)CC1. The reactants are O=C([O-])[O-], COc1ccc(Cn2cc(-c3nc(C(=O)N4CCC(N5CCCC5)CC4)c(C)cc3-c3cccc(C(F)(F)F)c3)nn2)cc1, [Na+], [Na+], O=C(O)C(F)(F)F.